Task: describe an organic reaction: reactants, conditions, products, and yield. Dataset: the Open Reaction Database (ORD), a public repository of structured organic reaction records Reactants: ClC1=CC(=C2C(=NN(C2=C1)CCN(C)C)C=1N=C2C(=NC1)N(C=C2C(=O)O)COCC[Si](C)(C)C)F (2-[6-Chloro-1-(2-dimethylamino-ethyl)-4-fluoro-1H-indazol-3-yl]-5-(2-trimethylsilanylethoxymethyl)-5H-pyrrolo[2,3-b]pyrazine-7-carboxylic acid), F[B-](F)(F)F.N1(N=NC2=C1C=CC=C2)OC(=[N+](C)C)N(C)C (O-benzotriazol-1-yl-N,N,N′,N′-tetramethyluronium tetrafluoroborate), C(C)(C)N(C(C)C)CC (N,N-diisopropylethylamine), C(C)(C)N (isopropylamine). The solvent is C(C)#N (acetonitrile), C(C)(=O)OCC (ethyl acetate), O (water). Conditions: time 18 hour. The product is C(C)(C)NC(=O)C1=CN(C2=NC=C(N=C21)C2=NN(C1=CC(=CC(=C21)F)Cl)CCN(C)C)COCC[Si](C)(C)C (2-[6-chloro-1-(2-dimethylamino-ethyl)-4-fluoro-1H-indazol-3-yl]-5-(2-trimethylsilanyl-ethoxymethyl)-5H-pyrrolo[2,3-b]pyrazine-7-carboxylic acid isopropylamide). The yield is 64.8%. Reaction SMILES: [Cl:1][C:2]1[CH:10]=[C:9]2[C:5]([C:6]([C:16]3[N:17]=[C:18]4[C:24]([C:25](O)=[O:26])=[CH:23][N:22]([CH2:28][O:29][CH2:30][CH2:31][Si:32]([CH3:35])([CH3:34])[CH3:33])[C:19]4=[N:20][CH:21]=3)=[N:7][N:8]2[CH2:11][CH2:12][N:13]([CH3:15])[CH3:14])=[C:4]([F:36])[CH:3]=1.F[B-](F)(F)F.[N:42]1(OC(N(C)C)=[N+](C)C)[C:46]2[CH:47]=CC=C[C:45]=2N=N1.C(N(CC)C(C)C)(C)C.C(N)(C)C>C(#N)C.C(OCC)(=O)C.O>[CH:46]([NH:42][C:25]([C:24]1[C:18]2[C:19](=[N:20][CH:21]=[C:16]([C:6]3[C:5]4[C:9](=[CH:10][C:2]([Cl:1])=[CH:3][C:4]=4[F:36])[N:8]([CH2:11][CH2:12][N:13]([CH3:14])[CH3:15])[N:7]=3)[N:17]=2)[N:22]([CH2:28][O:29][CH2:30][CH2:31][Si:32]([CH3:34])([CH3:35])[CH3:33])[CH:23]=1)=[O:26])([CH3:47])[CH3:45] |f:1.2|. Procedure: 2-[6-Chloro-1-(2-dimethylamino-ethyl)-4-fluoro-1H-indazol-3-yl]-5-(2-trimethylsilanylethoxymethyl)-5H-pyrrolo[2,3-b]pyrazine-7-carboxylic acid (50 mg, 0.094 mmol), O-benzotriazol-1-yl-N,N,N′,N′-tetramethyluronium tetrafluoroborate (45 mg, 0.14 mmol), N,N-diisopropylethylamine (0.08 ml, 0.47 mmol) and isopropylamine (10 ul, 0.11 mmol) were added together in acetonitrile (1 ml). The reaction was stirred at room temperature for 18 h then water and ethyl acetate were added. The layers were separated... Starting materials: CC1(C(NC(N1)=O)=O)C1=CC=CC=C1 (5-methyl-5-phenylimidazolidine-2,4-dione), [Br-] (bromide), [Br-] (bromide), C(CC)C1=C(C=CC=2C(=NOC21)C2=CC=CC=C2)OCCCBr (7-propyl-3-phenyl-6-(3-bromopropyloxy)-1,2-benzisoxazole), C(CC)C1=C(C=CC=2C(=NOC21)C2=CC=CC=C2)O (7-propyl-3-phenyl-6-hydroxy-1,2-benzisoxazole). Product: CC1(C(N(C(N1)=O)CCCOC1=C(C2=C(C(=NO2)C2=CC=CC=C2)C=C1)CCC)=O)C1=CC=CC=C1 (rac-5-Methyl-5-phenyl-3-(3-{[7-propyl-3-(phenyl)-1,2-benzisoxazol-6-yl]oxy}propyl)imidazolidine-2,4-dione). Reaction SMILES: [CH3:1][C:2]1([C:9]2[CH:14]=[CH:13][CH:12]=[CH:11][CH:10]=2)[NH:6][C:5](=[O:7])[NH:4][C:3]1=[O:8].[Br-].[CH2:16]([C:19]1[C:27]2[O:26][N:25]=[C:24]([C:28]3[CH:33]=[CH:32][CH:31]=[CH:30][CH:29]=3)[C:23]=2[CH:22]=[CH:21][C:20]=1[O:34][CH2:35][CH2:36][CH2:37]Br)[CH2:17][CH3:18].C(C1C2ON=C(C3C=CC=CC=3)C=2C=CC=1O)CC>>[CH3:1][C:2]1([C:9]2[CH:10]=[CH:11][CH:12]=[CH:13][CH:14]=2)[NH:6][C:5](=[O:7])[N:4]([CH2:37][CH2:36][CH2:35][O:34][C:20]2[CH:21]=[CH:22][C:23]3[C:24]([C:28]4[CH:29]=[CH:30][CH:31]=[CH:32][CH:33]=4)=[N:25][O:26][C:27]=3[C:19]=2[CH2:16][CH2:17][CH3:18])[C:3]1=[O:8]. Procedure: rac-5-Methyl-5-phenyl-3-(3-{[7-propyl-3-(phenyl)-1,2-benzisoxazol-6-yl]oxy}propyl)imidazolidine-2,4-dione was prepared as for Example 10 from 5-methyl-5-phenylimidazolidine-2,4-dione and the appropriate bromide. The bromide, 7-propyl-3-phenyl-6-(3-bromopropyloxy)-1,2-benzisoxazole, was prepared as for Example 7 using the 7-propyl-3-phenyl-6-hydroxy-1,2-benzisoxazole prepared in Example 6. Reactants: ClCCl, COC(=O)C(CC1CCCC1)n1ncc(Cc2ccccc2C(F)(F)F)cc1=O, CO, CO, Cl, [Na+], [OH-], O. Product: O=C(O)C(CC1CCCC1)n1ncc(Cc2ccccc2C(F)(F)F)cc1=O. As a reaction SMILES: [CH2:38]([Cl:39])[Cl:40].[CH3:1][O:2][C:3]([CH:4]([CH2:5][CH:6]1[CH2:7][CH2:8][CH2:9][CH2:10]1)[n:11]1[n:12][cH:13][c:14]([CH2:18][c:19]2[c:20]([C:25]([F:26])([F:27])[F:28])[cH:21][cH:22][cH:23][cH:24]2)[cH:15][c:16]1=[O:17])=[O:29].[CH3:34][OH:35].[CH3:36][OH:37].[ClH:33].[Na+:31].[OH-:30].[OH2:32]>>[O:2]=[C:3]([CH:4]([CH2:5][CH:6]1[CH2:7][CH2:8][CH2:9][CH2:10]1)[n:11]1[n:12][cH:13][c:14]([CH2:18][c:19]2[c:20]([C:25]([F:26])([F:27])[F:28])[cH:21][cH:22][cH:23][cH:24]2)[cH:15][c:16]1=[O:17])[OH:29]. The reactants are C(CCCCCO)O (Hexane-1,6-diol), O1CCCC=C1 (dihydropyran), Cl (hydrochloric acid). The solvent is O (water), O (water). Yields the product O1C(CCCC1)OCCCCCCO (6-[(Tetrahydro-2H-pyran-2-yl)oxy]-1-hexanol). Yield: 48.5%. As a reaction SMILES: [CH2:1]([OH:8])[CH2:2][CH2:3][CH2:4][CH2:5][CH2:6][OH:7].[O:9]1[CH:14]=[CH:13][CH2:12][CH2:11][CH2:10]1.Cl>O>[O:9]1[CH2:14][CH2:13][CH2:12][CH2:11][CH:10]1[O:7][CH2:6][CH2:5][CH2:4][CH2:3][CH2:2][CH2:1][OH:8]. Procedure: Hexane-1,6-diol (70.9 g) was melted in a water bath at ca. 60°, the melt cooled to 45° and dihydropyran (16.82 g) quickly added followed by 10 N hydrochloric acid (0.1 ml). The mixture was stirred and cold water added to maintain a reaction temperature of approximately 50°. When the exotherm had subsided, the mixture was stirred at room temperature for 0.5 h, then diluted with water (500 ml) and extracted with ER (2×250 ml). The ER solution was washed with water (3×500 ml), dried and concentrate... The reactants are ClC=1C(=NC(=C(C1)Cl)SCC(C)C)O (3,5-dichloro-6-isobutylthio-2-pyridinol), O (water), C([O-])([O-])=O.[Na+].[Na+] (sodium carbonate), CS(=O)(=O)Cl (methanesulfonyl chloride). Run in CN(C=O)C (N,N-dimethylformamide). Reaction conditions: temperature 50 celsius. Yields the product CS(=O)(=O)OC1=NC(=C(C=C1Cl)Cl)SCC(C)C (3,5-dichloro-6-isobutylthio-2-pyridyl methanesulfonate). Yield: 73.8%. Reaction SMILES: [Cl:1][C:2]1[C:3]([OH:14])=[N:4][C:5]([S:9][CH2:10][CH:11]([CH3:13])[CH3:12])=[C:6]([Cl:8])[CH:7]=1.C(=O)([O-])[O-].[Na+].[Na+].[CH3:21][S:22](Cl)(=[O:24])=[O:23].O>CN(C)C=O>[CH3:21][S:22]([O:14][C:3]1[C:2]([Cl:1])=[CH:7][C:6]([Cl:8])=[C:5]([S:9][CH2:10][CH:11]([CH3:12])[CH3:13])[N:4]=1)(=[O:24])=[O:23] |f:1.2.3|. Procedure details: 6.0 g of 3,5-dichloro-6-isobutylthio-2-pyridinol and 3.0 g of anhydrous sodium carbonate were suspended in 25 ml of N,N-dimethylformamide, followed by stirring. 3.3 g of methanesulfonyl chloride was added dropwise to the suspension at 10° C. The obtained mixture was allowed to stand to lower the temperature to room temperature, heated to 50° C. and stirred for 2.5 hours. The reaction mixture was poured into 200 ml of chilled water and extracted with ether twice. The ether layer was washed with 5... The reactants are COC=1C=C2C(=C(NC(C2=CC1)=O)C#N)C1=CC=CC=C1 (6-methoxy-1-oxo-4-phenyl-1,2-dihydroisoquinoline-3-carbonitrile), O=P(Cl)(Cl)Cl (POCl3). The product is ClC1=NC(=C(C2=CC(=CC=C12)OC)C1=CC=CC=C1)C#N (1-chloro-6-methoxy-4-phenylisoquinoline-3-carbonitrile). As a reaction SMILES: [CH3:1][O:2][C:3]1[CH:4]=[C:5]2[C:10](=[CH:11][CH:12]=1)[C:9](=O)[NH:8][C:7]([C:14]#[N:15])=[C:6]2[C:16]1[CH:21]=[CH:20][CH:19]=[CH:18][CH:17]=1.O=P(Cl)(Cl)[Cl:24]>>[Cl:24][C:9]1[C:10]2[C:5](=[CH:4][C:3]([O:2][CH3:1])=[CH:12][CH:11]=2)[C:6]([C:16]2[CH:21]=[CH:20][CH:19]=[CH:18][CH:17]=2)=[C:7]([C:14]#[N:15])[N:8]=1. Procedure: A mixture of 6-methoxy-1-oxo-4-phenyl-1,2-dihydroisoquinoline-3-carbonitrile (200 mg) and POCl3 (10 mL) was heated to 90 C for 18 h. The reaction was concentrated, and the residue was dissolve in EtOAc, cooled to 0 C, and quenched by careful addition of saturated aqueous sodium bicarbonate. The mixture was partitioned between saturated aqueous sodium bicarbonate and EtOAc. The aqueous solution was washed twice with EtOAc. The combined organic solutions were dried (Na2SO4) and concentrated. Flash... Starting materials: [Cl-].[Al+3].[Cl-].[Cl-] (aluminum chloride), C1(=CC=CC=C1)C (toluene), CC(C(C)=O)=CCCCC (3-methyl-oct-3-ene-2-one), solution, C=CC=CC (piperylene), C1(=CC=CC=C1)C (toluene). Run at temperature 10 celsius, time 1 hour. Yields the product C(C)(=O)C1(C(=C(CCC1)CCCC)C)C (Acetyl Dimethylbutylcyclohexene). RXN SMILES: [Cl-].[Al+3].[Cl-].[Cl-].[CH3:5][C:6](=[CH:10][CH2:11][CH2:12][CH2:13][CH3:14])[C:7](=[O:9])[CH3:8].[CH2:15]=[CH:16][CH:17]=[CH:18]C.[C:20]1(C)C=CC=CC=1>>[C:7]([C:6]1([CH3:5])[CH2:14][CH2:13][CH2:12][C:11]([CH2:15][CH2:16][CH2:17][CH3:18])=[C:10]1[CH3:20])(=[O:9])[CH3:8] |f:0.1.2.3|. Procedure: Into a 1-liter flask equipped with stirrer, thermometer, and reflux condenser is added a mixture of 150 ml anhydrous toluene and 13.4 grams of aluminum chloride. While maintaining the reaction temperature at 10° C. over a period of 10 minutes, 128 grams (0.91 moles) of 3-methyl-oct-3-ene-2-one is added to the reaction mass. Over a period of 1 hour, 250 grams (1.47 moles) of a 40% solution of piperylene in toluene is added to the reaction mass while maintaining the reaction mass at 10° C. The rea... The reactants are 680, [OH-].[Na+] (sodium hydroxide), C1(=CC=CC=C1)NN (phenylhydrazine), ClC(C#N)=C (2-chloroacrylonitrile). The solvent is O (water). Run at time 6 hour. Product: C1(=CC=CC=C1)N1N=CC=C1N (1-phenyl-5-aminopyrazole). As a reaction SMILES: [C:1]1([NH:7][NH2:8])[CH:6]=[CH:5][CH:4]=[CH:3][CH:2]=1.Cl[C:10](=[CH2:13])[C:11]#[N:12].[OH-].[Na+]>O>[C:1]1([N:7]2[C:11]([NH2:12])=[CH:10][CH:13]=[N:8]2)[CH:6]=[CH:5][CH:4]=[CH:3][CH:2]=1 |f:2.3|. Reported procedure: To a mixture consisting of 680 parts water, 216 parts of phenylhydrazine and 164 parts of 2-chloroacrylonitrile 220 parts of a 30% sodium hydroxide solution are added dropwise at room temperature. After six hours the reaction is completed. The resulting 1-phenyl-5-aminopyrazole is isolated from that phase which has been separated by the addition of sodium chloride. Reactants: B, C1CCOC1, Cl, C1CCOC1, O=C(c1ccccc1-c1ccccc1)C(F)(F)F. Product: OC(c1ccccc1-c1ccccc1)C(F)(F)F. Reaction SMILES: [BH3:24].[CH2:26]1[O:27][CH2:28][CH2:29][CH2:30]1.[ClH:25].[O:19]1[CH2:20][CH2:21][CH2:22][CH2:23]1.[c:1]1(-[c:13]2[cH:14][cH:15][cH:16][cH:17][cH:18]2)[c:2]([C:7]([C:8]([F:9])([F:10])[F:11])=[O:12])[cH:3][cH:4][cH:5][cH:6]1>>[c:1]1(-[c:13]2[cH:14][cH:15][cH:16][cH:17][cH:18]2)[c:2]([CH:7]([C:8]([F:9])([F:10])[F:11])[OH:12])[cH:3][cH:4][cH:5][cH:6]1.